Dataset: the Open Reaction Database (ORD), a public repository of structured organic reaction records. Task: describe an organic reaction: reactants, conditions, products, and yield Starting materials: CC(C)(C)OC(=O)N1CCN(S(=O)(=O)c2cc3cc(Cl)ccc3[nH]2)CC1CC(=O)O, O=C(c1ncc[nH]1)c1ncc[nH]1, CS(N)(=O)=O, C1CCOC1. Yields the product CC(C)(C)OC(=O)N1CCN(S(=O)(=O)c2cc3cc(Cl)ccc3[nH]2)CC1CC(=O)NS(C)(=O)=O. Reaction SMILES: [C:1]([CH3:2])([CH3:3])([CH3:4])[O:5][C:6](=[O:7])[N:8]1[CH:9]([CH2:27][C:28](=[O:29])[OH:30])[CH2:10][N:11]([S:14](=[O:15])(=[O:16])[c:17]2[nH:18][c:19]3[cH:20][cH:21][c:22]([Cl:26])[cH:23][c:24]3[cH:25]2)[CH2:12][CH2:13]1.[C:31]([c:32]1[nH:33][cH:34][cH:35][n:36]1)([c:37]1[nH:38][cH:39][cH:40][n:41]1)=[O:42].[CH3:43][S:44](=[O:45])(=[O:46])[NH2:47].[O:48]1[CH2:49][CH2:50][CH2:51][CH2:52]1>>[C:1]([CH3:2])([CH3:3])([CH3:4])[O:5][C:6](=[O:7])[N:8]1[CH:9]([CH2:27][C:28](=[O:29])[NH:47][S:44]([CH3:43])(=[O:45])=[O:46])[CH2:10][N:11]([S:14](=[O:15])(=[O:16])[c:17]2[nH:18][c:19]3[cH:20][cH:21][c:22]([Cl:26])[cH:23][c:24]3[cH:25]2)[CH2:12][CH2:13]1. The reactants are C(C1=CC=CC=C1)OCC=1NC=C(N1)C=1C(=NOC1C)C1=CC=CC=C1 (4-(2-benzyloxymethyl-1H-imidazol-4-yl)-5-methyl-3-phenyl-isoxazole), FC1=CC=C(C=C1)[N+](=O)[O-] (1-fluoro-4-nitrobenzene). Yields the product C(C1=CC=CC=C1)OCC=1N(C=C(N1)C=1C(=NOC1C)C1=CC=CC=C1)C1=CC=C(C=C1)[N+](=O)[O-] (4-[2-Benzyloxymethyl-1-(4-nitro-phenyl)-1H-imidazol-4-yl]-5-methyl-3-phenyl-isoxazole). Isolated yield 80.0%. Reaction SMILES: [CH2:1]([O:8][CH2:9][C:10]1[NH:11][CH:12]=[C:13]([C:15]2[C:16]([C:21]3[CH:26]=[CH:25][CH:24]=[CH:23][CH:22]=3)=[N:17][O:18][C:19]=2[CH3:20])[N:14]=1)[C:2]1[CH:7]=[CH:6][CH:5]=[CH:4][CH:3]=1.F[C:28]1[CH:33]=[CH:32][C:31]([N+:34]([O-:36])=[O:35])=[CH:30][CH:29]=1>>[CH2:1]([O:8][CH2:9][C:10]1[N:11]([C:28]2[CH:33]=[CH:32][C:31]([N+:34]([O-:36])=[O:35])=[CH:30][CH:29]=2)[CH:12]=[C:13]([C:15]2[C:16]([C:21]3[CH:26]=[CH:25][CH:24]=[CH:23][CH:22]=3)=[N:17][O:18][C:19]=2[CH3:20])[N:14]=1)[C:2]1[CH:3]=[CH:4][CH:5]=[CH:6][CH:7]=1. Reported procedure: As described for Example 63, 4-(2-benzyloxymethyl-1H-imidazol-4-yl)-5-methyl-3-phenyl-isoxazole (38 mg, 0.11 mmol) using 1-fluoro-4-nitrobenzene instead of 4-fluoroacetophenone was converted to the title compound (41 mg, 80%) which was obtained as a yellow solid. MS: m/e=467.0 [M+H]+. Starting materials: C(C)(C)(C)OC(N[C@@H]1CC[C@H](CC1)CCN1CCC(CC1)C(C1=CC=C(C=C1)F)=O)=O (Trans-(4-{2-[4-(4-Fluoro-benzoyl)-piperidin-1-yl]-ethyl}-cyclohexyl)-carbamic acid tert-butyl ester), C(C)(C)(C)OC(N[C@@H]1CC[C@H](CC1)CCN1CCC(CC1)C(C1=CC=C(C=C1)F)=O)=O (Trans-(4-{2-[4-(4-Fluoro-benzoyl)-piperidin-1-yl]-ethyl}-cyclohexyl)-carbamic acid tert-butyl ester), FC1=CC=C(C=C1)C(=O)C1(CCNCC1)C ((4-Fluoro-phenyl)-(4-methyl-piperidin-4-yl)-methanone), C(C)(C)(C)OC(N[C@@H]1CC[C@H](CC1)CC=O)=O (Trans-[4-(2-Oxo-ethyl)-cyclohexyl]-carbamic acid tert-butyl ester). Yields the product C(C)(C)(C)OC(N[C@@H]1CC[C@H](CC1)CCN1CCC(CC1)(C)C(C1=CC=C(C=C1)F)=O)=O (Trans (4-{2-[4-(4-Fluoro-benzoyl)-4-methyl-piperidin-1-yl]-ethyl}-cyclohexyl)-carbamic acid tert-butyl ester). Reaction SMILES: [C:1]([O:5][C:6](=[O:31])[NH:7][C@H:8]1[CH2:13][CH2:12][C@H:11]([CH2:14][CH2:15][N:16]2[CH2:21][CH2:20][CH:19]([C:22](=[O:30])[C:23]3[CH:28]=[CH:27][C:26]([F:29])=[CH:25][CH:24]=3)[CH2:18][CH2:17]2)[CH2:10][CH2:9]1)([CH3:4])([CH3:3])[CH3:2].F[C:33]1C=CC(C(C2(C)CCNCC2)=O)=CC=1.C(OC(=O)N[C@H]1CC[C@H](CC=O)CC1)(C)(C)C>>[C:1]([O:5][C:6](=[O:31])[NH:7][C@H:8]1[CH2:9][CH2:10][C@H:11]([CH2:14][CH2:15][N:16]2[CH2:21][CH2:20][C:19]([C:22](=[O:30])[C:23]3[CH:28]=[CH:27][C:26]([F:29])=[CH:25][CH:24]=3)([CH3:33])[CH2:18][CH2:17]2)[CH2:12][CH2:13]1)([CH3:4])([CH3:2])[CH3:3]. Procedure details: According to the procedure described for the synthesis of Trans-(4-{2-[4-(4-Fluoro-benzoyl)-piperidin-1-yl]-ethyl}-cyclohexyl)-carbamic acid tert-butyl ester (intermediate E, example 1), the title compound was synthesized from (4-Fluoro-phenyl)-(4-methyl-piperidin-4-yl)-methanone and Trans-[4-(2-Oxo-ethyl)-cyclohexyl]-carbamic acid tert-butyl ester. MS (m/e): 447.4 (M+H+). The reactants are [N+](=O)([O-])C=1C=CC2=C(S(C3=C2C=CC(=C3)[N+](=O)[O-])(=O)=O)C1 (3,7-dinitrodibenzothiophene S,S-dioxide), CN(C=O)C (dimethylformamide), [H][H] (hydrogen). The reagents and catalysts are [Pd] (palladium on carbon). The solvent is C(C)(=O)O (acetic acid). The product is NC=1C=CC2=C(S(C3=C2C=CC(=C3)N)(=O)=O)C1 (3,7-Diaminodibenzothiophene S,S-dioxide). Isolated yield 97.7%. RXN SMILES: [N+:1]([C:4]1[CH:5]=[CH:6][C:7]2[C:11]3[CH:12]=[CH:13][C:14]([N+:16]([O-])=O)=[CH:15][C:10]=3[S:9](=[O:20])(=[O:19])[C:8]=2[CH:21]=1)([O-])=O.CN(C)C=O.[H][H]>[Pd].C(O)(=O)C>[NH2:1][C:4]1[CH:5]=[CH:6][C:7]2[C:11]3[CH:12]=[CH:13][C:14]([NH2:16])=[CH:15][C:10]=3[S:9](=[O:20])(=[O:19])[C:8]=2[CH:21]=1. Reported procedure: A mixture of 10.0 g of 3,7-dinitrodibenzothiophene S,S-dioxide, 180 ml of dimethylformamide, 20 ml of glacial acetic acid and 1.0 g of 5% palladium on carbon was hydrogenated in a Parr apparatus until hydrogen uptake ceased. The mixture was then filtered through diatomaceous earth, the filtrate poured into 1 liter of ice water, the solid collected by filtration, washed with ethanol and ether and dried at 110° C., giving 7.86 g of the desired product as a solid mp 320°-330° C.(dec.). Run in ClCCl (dichloromethane), ClCCl (dichloromethane). RXN SMILES: [Cl-].[Al+3].[Cl-].[Cl-].[C:5](Cl)(=[O:7])[CH3:6].[Br:9][C:10]1[CH:11]=[CH:12][C:13]2[O:17][CH2:16][C:15]([CH3:19])([CH3:18])[C:14]=2[CH:20]=1.O>ClCCl>[C:5]([C:12]1[C:13]2[O:17][CH2:16][C:15]([CH3:18])([CH3:19])[C:14]=2[CH:20]=[C:10]([Br:9])[CH:11]=1)(=[O:7])[CH3:6] |f:0.1.2.3|. The yield is 67.9%. Reported procedure: A stirred, cooled (ice-bath) suspension of aluminum chloride (0.25 g, 1.7 mmol) in 3 mL of anhydrous dichloromethane was treated with acetyl chloride (0.2 mL, 2.6 mmol) under argon. A solution of 5-bromo-3,3-dimethyl-2,3-dihydro-benzofuran (Intermediate 2, 0.22 g) in 1.5 mL of anhydrous dichloromethane was cannulated into the clear solution, and the resulting deep red solution was allowed to warm to ambient temperature over 1 h. The reaction mixture was poured onto iced water and extracted with ... Product: C(C)(=O)C1=CC(=CC=2C(COC21)(C)C)Br (7-Acetyl-5-bromo-3,3-dimethyl-2,3-dihydro-benzofuran). The reactants are BrC=1C=CC2=C(C(CO2)(C)C)C1 (5-bromo-3,3-dimethyl-2,3-dihydro-benzofuran), [Cl-].[Al+3].[Cl-].[Cl-] (aluminum chloride), C(C)(=O)Cl (acetyl chloride), BrC=1C=CC2=C(C(CO2)(C)C)C1 (5-bromo-3,3-dimethyl-2,3-dihydro-benzofuran), O (water). The reactants are ClC1=CC=C(CNC(=O)C=2C=NC3=CC=C(C=C3C2O)\C=C\CO)C=C1 (N-(4-Chlorobenzyl)-6-[(1E)-3-hydroxy-1-propenyl]-4-hydroxy-3-quinolinecarboxamide), O (Water), 12, C(=O)([O-])[O-].[K+].[K+] (K2CO3), IC (iodomethane). The solvent is CN(C)C=O (DMF). Reaction conditions: time 16 hour. The product is ClC1=CC=C(CNC(=O)C2=CN(C3=CC=C(C=C3C2=O)\C=C\CO)C)C=C1 (N-(4-chlorobenzyl)-6-[(E)-3-hydroxy-1-propenyl]-1-methyl-4-oxo-1,4-dihydro-3-quinolinecarboxamide). As a reaction SMILES: [Cl:1][C:2]1[CH:26]=[CH:25][C:5]([CH2:6][NH:7][C:8]([C:10]2[CH:11]=[N:12][C:13]3[C:18]([C:19]=2[OH:20])=[CH:17][C:16](/[CH:21]=[CH:22]/[CH2:23][OH:24])=[CH:15][CH:14]=3)=[O:9])=[CH:4][CH:3]=1.[C:27]([O-])([O-])=O.[K+].[K+].IC.O>CN(C=O)C>[Cl:1][C:2]1[CH:3]=[CH:4][C:5]([CH2:6][NH:7][C:8]([C:10]2[C:19](=[O:20])[C:18]3[C:13](=[CH:14][CH:15]=[C:16](/[CH:21]=[CH:22]/[CH2:23][OH:24])[CH:17]=3)[N:12]([CH3:27])[CH:11]=2)=[O:9])=[CH:25][CH:26]=1 |f:1.2.3|. Procedure: A mixture of N-(4-Chlorobenzyl)-6-[(1E)-3-hydroxy-1-propenyl]-4-hydroxy-3-quinolinecarboxamide from Preparation No. 12 (0.184 g), K2CO3 (0.276 g) and iodomethane (0.062 mL) in DMF (2 mL) is heated in a stoppered flask at 90° C. for 1 h. Water is added and the mixture is allowed to cool and stir at room temperature for 16 h during which a precipitate formed. The precipitate is filtered and dried in vacuo at 60° C. for 48 h to give 0.164 g of the title compound as a solid.